The task is: describe an organic reaction: reactants, conditions, products, and yield. This data is from the Open Reaction Database (ORD), a public repository of structured organic reaction records. The reactants are CCCCCCCN, CCOC(=O)c1nnc(N2CCN(C(=O)c3ccccc3C(F)(F)F)CC2)s1. The product is CCCCCCCNC(=O)c1nnc(N2CCN(C(=O)c3ccccc3C(F)(F)F)CC2)s1. Reaction SMILES: [CH2:1]([CH2:2][CH2:3][CH2:4][CH2:5][CH2:6][CH3:7])[NH2:8].[CH2:9]([O:11][C:12](=[O:10])[c:14]1[s:15][c:16]([N:19]2[CH2:20][CH2:21][N:22]([C:25]([c:26]3[c:27]([C:32]([F:33])([F:34])[F:35])[cH:28][cH:29][cH:30][cH:31]3)=[O:36])[CH2:23][CH2:24]2)[n:17][n:18]1)[CH3:13]>>[CH2:1]([CH2:2][CH2:3][CH2:4][CH2:5][CH2:6][CH3:7])[NH:8][C:12](=[O:11])[c:14]1[s:15][c:16]([N:19]2[CH2:20][CH2:21][N:22]([C:25]([c:26]3[c:27]([C:32]([F:33])([F:34])[F:35])[cH:28][cH:29][cH:30][cH:31]3)=[O:36])[CH2:23][CH2:24]2)[n:17][n:18]1.